Task: describe an organic reaction: reactants, conditions, products, and yield. Dataset: the Open Reaction Database (ORD), a public repository of structured organic reaction records Starting materials: Cc1cc(C)cc(Br)c1, C#C[Si](C)(C)C, CC(C)NC(C)C, [Cu]I, Cl[Pd]Cl, c1ccc(P(c2ccccc2)c2ccccc2)cc1, c1ccc(P(c2ccccc2)c2ccccc2)cc1, c1ccc(P(c2ccccc2)c2ccccc2)cc1. The product is Cc1cc(C)cc(C#C[Si](C)(C)C)c1. RXN SMILES: [Br:1][c:2]1[cH:3][c:4]([CH3:9])[cH:5][c:6]([CH3:8])[cH:7]1.[CH3:29][Si:30]([CH3:31])([CH3:32])[C:33]#[CH:34].[CH:78]([NH:79][CH:80]([CH3:81])[CH3:82])([CH3:83])[CH3:84].[Cu:35][I:36].[Pd:37]([Cl:38])[Cl:39].[c:10]1([P:11]([c:12]2[cH:13][cH:14][cH:15][cH:16][cH:17]2)[c:18]2[cH:19][cH:20][cH:21][cH:22][cH:23]2)[cH:24][cH:25][cH:26][cH:27][cH:28]1.[c:40]1([P:41]([c:42]2[cH:43][cH:44][cH:45][cH:46][cH:47]2)[c:48]2[cH:49][cH:50][cH:51][cH:52][cH:53]2)[cH:54][cH:55][cH:56][cH:57][cH:58]1.[c:59]1([P:60]([c:61]2[cH:62][cH:63][cH:64][cH:65][cH:66]2)[c:67]2[cH:68][cH:69][cH:70][cH:71][cH:72]2)[cH:73][cH:74][cH:75][cH:76][cH:77]1>>[c:2]1([C:34]#[C:33][Si:30]([CH3:29])([CH3:31])[CH3:32])[cH:3][c:4]([CH3:9])[cH:5][c:6]([CH3:8])[cH:7]1.